Dataset: the Open Reaction Database (ORD), a public repository of structured organic reaction records. Task: describe an organic reaction: reactants, conditions, products, and yield The reactants are CC#N, O=c1c(I)c(C=Cc2ccc(Cl)cc2)nc2sccn12, I, [NH4+], O=[N+]([O-])[O-]. Product: Cc1nc2sccn2c(=O)c1I. As a reaction SMILES: [CH3:27][C:28]#[N:29].[Cl:7][c:8]1[cH:9][cH:10][c:11]([CH:12]=[CH:15][c:16]2[n:17][c:18]3[n:19]([c:20](=[O:23])[c:21]2[I:22])[cH:24][cH:25][s:26]3)[cH:13][cH:14]1.[I:6].[NH4+:1].[O-:2][N+:3](=[O:4])[O-:5]>>[CH3:15][c:16]1[n:17][c:18]2[n:19]([c:20](=[O:23])[c:21]1[I:22])[cH:24][cH:25][s:26]2.